This data is from the Open Reaction Database (ORD), a public repository of structured organic reaction records. The task is: describe an organic reaction: reactants, conditions, products, and yield Starting materials: C(C1=CC=CC=C1)(C1=CC=CC=C1)N1CC(C1)CO ((1-benzhydrylazetidin-3-yl)methanol), ClC=1C(=CC(=C(C(=O)NS(=O)(=O)C)C1)F)F (5-chloro-2,4-difluoro-N-methylsulfonyl-benzamide), CC(C)([O-])C.[K+] (potassium tert-butoxide), C1CCOC1.CS(=O)C (THF DMSO). Run in CS(=O)C (DMSO), CCOC(=O)C (EtOAc). Conditions: time 1 hour. The product is C(C1=CC=CC=C1)(C1=CC=CC=C1)N1CC(C1)COC1=CC(=C(C(=O)NS(=O)(=O)C)C=C1Cl)F (4-((1-benzhydrylazetidin-3-yl)methoxy)-5-chloro-2-fluoro-N-(methylsulfonyl)benzamide). Reaction SMILES: [CH:1]([N:14]1[CH2:17][CH:16]([CH2:18][OH:19])[CH2:15]1)([C:8]1[CH:13]=[CH:12][CH:11]=[CH:10][CH:9]=1)[C:2]1[CH:7]=[CH:6][CH:5]=[CH:4][CH:3]=1.[Cl:20][C:21]1[C:22](F)=[CH:23][C:24]([F:34])=[C:25]([CH:33]=1)[C:26]([NH:28][S:29]([CH3:32])(=[O:31])=[O:30])=[O:27].CC(C)([O-])C.[K+].C1COCC1.CS(C)=O>CS(C)=O.CCOC(C)=O>[CH:1]([N:14]1[CH2:17][CH:16]([CH2:18][O:19][C:22]2[C:21]([Cl:20])=[CH:33][C:25]([C:26]([NH:28][S:29]([CH3:32])(=[O:31])=[O:30])=[O:27])=[C:24]([F:34])[CH:23]=2)[CH2:15]1)([C:8]1[CH:13]=[CH:12][CH:11]=[CH:10][CH:9]=1)[C:2]1[CH:3]=[CH:4][CH:5]=[CH:6][CH:7]=1 |f:2.3,4.5|. Reported procedure: To a solution of (1-benzhydrylazetidin-3-yl)methanol (40.4 mg, 0.159 mmol) and 5-chloro-2,4-difluoro-N-methylsulfonyl-benzamide (43.0 mg, 0.159 mmol) in DMSO (0.80 mL) at rt was added potassium tert-butoxide in 1:10 THF-DMSO (0.38 mL, 0.93 M). The mixture was stirred at rt for 1 hr. LCMS showed major product. Diluted with EtOAc, the contents were washed with 1:4 mixture of 1M HCl and 1M NaH2PO4 (2×) and brine (1×), dried (Na2SO4). After filtration and concentration, the crude was purified with H...